This data is from the Open Reaction Database (ORD), a public repository of structured organic reaction records. The task is: describe an organic reaction: reactants, conditions, products, and yield The reactants are BrCC=CCBr, C1CCOC1, C[Si](C)(C)[N-][Si](C)(C)C, COC(=O)C1CCC(c2ccc(OCc3ccccc3F)cc2)N1C(=O)OC(C)(C)C, [Li+]. The product is COC(=O)C1(CC=CCBr)CCC(c2ccc(OCc3ccccc3F)cc2)N1C(=O)OC(C)(C)C. RXN SMILES: [Br:42][CH2:43][CH:44]=[CH:45][CH2:46][Br:47].[CH2:48]1[O:49][CH2:50][CH2:51][CH2:52]1.[CH3:33][Si:34]([N-:35][Si:36]([CH3:37])([CH3:38])[CH3:39])([CH3:40])[CH3:41].[F:1][c:2]1[c:3]([CH2:8][O:9][c:10]2[cH:11][cH:12][c:13]([CH:16]3[CH2:17][CH2:18][CH:19]([C:28](=[O:29])[O:30][CH3:31])[N:20]3[C:21](=[O:22])[O:23][C:24]([CH3:25])([CH3:26])[CH3:27])[cH:14][cH:15]2)[cH:4][cH:5][cH:6][cH:7]1.[Li+:32]>>[F:1][c:2]1[c:3]([CH2:8][O:9][c:10]2[cH:11][cH:12][c:13]([CH:16]3[CH2:17][CH2:18][C:19]([C:28](=[O:29])[O:30][CH3:31])([CH2:46][CH:45]=[CH:44][CH2:43][Br:42])[N:20]3[C:21](=[O:22])[O:23][C:24]([CH3:25])([CH3:26])[CH3:27])[cH:14][cH:15]2)[cH:4][cH:5][cH:6][cH:7]1. The reactants are C(C)(C)(C)OC(=O)N1[C@@H](C(N(CC1)CCCN1CCCCC1)=O)COCC1=CC=CC=C1 ((R)-2-benzyloxymethyl-3-oxo-4-(3-piperidin-1-yl-propyl)-piperazine-1-carboxylic acid tert-butyl ester). Reagents/catalysts: [Pd] (palladium). The product is C(C)(C)(C)OC(=O)N1[C@@H](C(N(CC1)CCCN1CCCCC1)=O)CO ((R)-2-Hydroxymethyl-3-oxo-4-(3-piperidin-1-yl-propyl)-piperazine-1-carboxylic acid tert-butyl ester). The yield is 78.1%. Procedure details: A solution of (R)-2-benzyloxymethyl-3-oxo-4-(3-piperidin-1-yl-propyl)-piperazine-1-carboxylic acid tert-butyl ester (321 mg, 0.72 mmol) in acetic acid (9 ml) was stirred for 18 h at room temperature under a hydrogen atmosphere (3 bar) in the presence of palladium (10% on activated charcoal, 161 mg), then insoluble material was removed by filtration and the filtrate evaporated. The residue was partitioned between ethyl acetate and 2 M aq. sodium carbonate solution. The organic layer was dried (Mg... Run in C(C)(=O)O (acetic acid). Reaction SMILES: [C:1]([O:5][C:6]([N:8]1[CH2:13][CH2:12][N:11]([CH2:14][CH2:15][CH2:16][N:17]2[CH2:22][CH2:21][CH2:20][CH2:19][CH2:18]2)[C:10](=[O:23])[C@H:9]1[CH2:24][O:25]CC1C=CC=CC=1)=[O:7])([CH3:4])([CH3:3])[CH3:2]>C(O)(=O)C.[Pd]>[C:1]([O:5][C:6]([N:8]1[CH2:13][CH2:12][N:11]([CH2:14][CH2:15][CH2:16][N:17]2[CH2:22][CH2:21][CH2:20][CH2:19][CH2:18]2)[C:10](=[O:23])[C@H:9]1[CH2:24][OH:25])=[O:7])([CH3:3])([CH3:4])[CH3:2]. Run at time 30 minute. The reactants are FC(C1=C(CBr)C=CC=C1)(F)F (2-(trifluoromethyl)benzyl bromide), C(=O)(OC)C1=C2C=3C(CCCC3NC2=CC=C1)=O (5-carbomethoxy-1,2-dihydro-9H-carbazol-4(3H)-one), resultant mixture. RXN SMILES: [C:1]([C:5]1[CH:17]=[CH:16][CH:15]=[C:14]2[C:6]=1[C:7]1[C:8](=[O:18])[CH2:9][CH2:10][CH2:11][C:12]=1[NH:13]2)([O:3][CH3:4])=[O:2].[F:19][C:20]([F:30])([F:29])[C:21]1[CH:28]=[CH:27][CH:26]=[CH:25][C:22]=1[CH2:23]Br>CN(C=O)C.C(OCC)(=O)C>[F:19][C:20]([F:29])([F:30])[C:21]1[CH:28]=[CH:27][CH:26]=[CH:25][C:22]=1[CH2:23][N:13]1[C:12]2[CH2:11][CH2:10][CH2:9][C:8](=[O:18])[C:7]=2[C:6]2[C:14]1=[CH:15][CH:16]=[CH:17][C:5]=2[C:1]([O:3][CH3:4])=[O:2]. The yield is 83.5%. Procedure: 40% Methanolic Triton B (2.18 mL, 4.8 mM) was slowly added dropwise to a solution of 5-carbomethoxy-1,2-dihydro-9H-carbazol-4(3H)-one (973 mg, 4.0 mM) in 10 mL of DMF at −10° C. After 30 minutes, 2-(trifluoromethyl)benzyl bromide (1.3 g, 5.2 mM) was added and the resultant mixture stirred at room temperature for 23 hours. The mixture was diluted with ethyl acetate, washed five times with H2O, once with saturated brine, dried over anhydrous magnesium sulfate, filtered, concentrated, and dried in ... The solvent is C(C)(=O)OCC (ethyl acetate), CN(C)C=O (DMF). The product is FC(C1=C(C=CC=C1)CN1C2=CC=CC(=C2C=2C(CCCC12)=O)C(=O)OC)(F)F (9-[(2-trifluoromethylphenyl)methyl]-5-carbomethoxy-1,2-dihydrocarbazol-4(3H)-one).